From a dataset of the Open Reaction Database (ORD), a public repository of structured organic reaction records. describe an organic reaction: reactants, conditions, products, and yield Reactants: COC1=CC=C(C=C1)OC (p-dimethoxy benzene), C=CCCCCCCCCCCCCCCCC (1-octadecene). Yields the product COC1=C(C=C(OC)C=C1)C(C)CCCCCCCCCCCCCCCC (2-sec-octadecylhydroquinone dimethyl ether). The yield is 52.8%. Reaction SMILES: [CH3:1][O:2][C:3]1[CH:8]=[CH:7][C:6]([O:9][CH3:10])=[CH:5][CH:4]=1.[CH2:11]=[CH:12][CH2:13][CH2:14][CH2:15][CH2:16][CH2:17][CH2:18][CH2:19][CH2:20][CH2:21][CH2:22][CH2:23][CH2:24][CH2:25][CH2:26][CH2:27][CH3:28]>>[CH3:1][O:2][C:3]1[CH:8]=[CH:7][C:6]([O:9][CH3:10])=[CH:5][C:4]=1[CH:27]([CH2:26][CH2:25][CH2:24][CH2:23][CH2:22][CH2:21][CH2:20][CH2:19][CH2:18][CH2:17][CH2:16][CH2:15][CH2:14][CH2:13][CH2:12][CH3:11])[CH3:28]. Procedure: 33.5 g of p-dimethoxy benzene, 68.0 g of 1-octadecene and 7.7 g of dry silica alumina were heated at 225°-240° C. for 6 hours. After being allowed to cool, the reaction mixture was extracted with ethyl acetate and filtered. The solvent was distilled off under reduced pressure and the residue was distilled under reduced pressure to give 50.0 g of 2-sec-octadecylhydroquinone dimethyl ether having b.p. 220°-223° C./2.5 mmHg. The reactants are COC(=O)c1cn2ccc(C(N)=O)cc2n1, ClCCl, O=C(OC(=O)C(F)(F)F)C(F)(F)F, O, c1ccncc1. The product is COC(=O)c1cn2ccc(C#N)cc2n1. As a reaction SMILES: [C:1]([NH2:2])(=[O:3])[c:4]1[cH:5][c:6]2[n:7]([cH:8][cH:9]1)[cH:10][c:11]([C:13](=[O:14])[O:15][CH3:16])[n:12]2.[CH2:17]([Cl:18])[Cl:19].[F:26][C:27]([F:28])([F:29])[C:30]([O:31][C:32](=[O:33])[C:34]([F:35])([F:36])[F:37])=[O:38].[OH2:39].[cH:20]1[cH:21][cH:22][n:23][cH:24][cH:25]1>>[C:1](#[N:2])[c:4]1[cH:5][c:6]2[n:7]([cH:8][cH:9]1)[cH:10][c:11]([C:13](=[O:14])[O:15][CH3:16])[n:12]2. The reactants are COC(=O)C=1SC(=CC1N)C1=CC=CC=C1 (3-amino-5-phenyl-thiophene-2-carboxylic acid methyl ester), O=C1CCN(CC1)C(=O)OCC1=CC=CC=C1 (benzyl 4-oxopiperidine-1-carboxylate), C(CCC)[Sn](CCCC)(Cl)Cl (dibutyltin chloride), C1(=CC=CC=C1)[SiH3] (phenylsilane). The solvent is C1CCOC1 (THF). Reaction conditions: time 2 day. Product: COC(=O)C=1SC(=CC1NC1CCN(CC1)C(=O)OCC1=CC=CC=C1)C1=CC=CC=C1 (benzyl 4-(2-(methoxycarbonyl)-5-phenylthiophen-3-ylamino)piperidine-1-carboxylate). The yield is 93.9%. As a reaction SMILES: [CH3:1][O:2][C:3]([C:5]1[S:6][C:7]([C:11]2[CH:16]=[CH:15][CH:14]=[CH:13][CH:12]=2)=[CH:8][C:9]=1[NH2:10])=[O:4].O=[C:18]1[CH2:23][CH2:22][N:21]([C:24]([O:26][CH2:27][C:28]2[CH:33]=[CH:32][CH:31]=[CH:30][CH:29]=2)=[O:25])[CH2:20][CH2:19]1.C([Sn](Cl)(Cl)CCCC)CCC.C1([SiH3])C=CC=CC=1>C1COCC1>[CH3:1][O:2][C:3]([C:5]1[S:6][C:7]([C:11]2[CH:16]=[CH:15][CH:14]=[CH:13][CH:12]=2)=[CH:8][C:9]=1[NH:10][CH:18]1[CH2:23][CH2:22][N:21]([C:24]([O:26][CH2:27][C:28]2[CH:29]=[CH:30][CH:31]=[CH:32][CH:33]=2)=[O:25])[CH2:20][CH2:19]1)=[O:4]. Procedure details: To a solution of 3-amino-5-phenyl-thiophene-2-carboxylic acid methyl ester (2.33 g, 10 mmol) in THF (2.0 mL) was added benzyl 4-oxopiperidine-1-carboxylate (2.33 g, 10 mmol), dibutyltin chloride (302 mg, 1.0 mmol) and phenylsilane (1.36 ml, 11 mmol) at room temperature. The reaction mixture was stirred for two days at room temperature and quenched with saturated NaHCO3 aqueous solution. The mixture was extracted with ethyl acetate and washed with brine. Dried and concentrated, the crude was puri... Starting materials: P(=O)(Cl)(Cl)Cl (phosphorus oxychloride), CN(C=O)C (N,N-dimethylformamide), C(C)(=O)OC1=C(C=C(C(=O)OC)C=C1)N1C=CC=C1 (methyl 4-acetoxy-3-(pyrrol-1-yl)benzoate). The solvent is O (water). Conditions: time 20 hour. Yields the product C(=O)C=1N(C=CC1)C=1C=C(C(=O)OC)C=CC1O (methyl 3-(2-formylpyrrol-1-yl)-4-hydroxybenzoate). Reaction SMILES: P(Cl)(Cl)(Cl)=O.CN(C)[CH:8]=[O:9].C([O:14][C:15]1[CH:24]=[CH:23][C:18]([C:19]([O:21][CH3:22])=[O:20])=[CH:17][C:16]=1[N:25]1[CH:29]=[CH:28][CH:27]=[CH:26]1)(=O)C>O>[CH:8]([C:29]1[N:25]([C:16]2[CH:17]=[C:18]([CH:23]=[CH:24][C:15]=2[OH:14])[C:19]([O:21][CH3:22])=[O:20])[CH:26]=[CH:27][CH:28]=1)=[O:9]. Procedure details: To a solution of phosphorus oxychloride (8.3 ml) and N,N-dimethylformamide (70 ml) was added methyl 4-acetoxy-3-(pyrrol-1-yl)benzoate (11.7 g) at ambient temperature and the mixture was stirred for 20 hours at the same temperature. The reaction mixture was poured into water and extracted with ethyl acetate. The extract layer was washed with water, dried over magnesium sulfate and evaporated in vacuo. The residue was dissolved in tetrahydrofuran. To the solution was added 28% methanolic sodium me...